This data is from the Open Reaction Database (ORD), a public repository of structured organic reaction records. The task is: describe an organic reaction: reactants, conditions, products, and yield The reactants are C(C(C)C)OC1=CC(=NN1C1=C(C=CC=C1)C)C(=O)OCC (ethyl 5-isobutoxy-1-(2-methylphenyl)-1H-pyrazole-3-carboxylate), [H-].[Al+3].[Li+].[H-].[H-].[H-] (lithium aluminum hydride), O.O.O.O.O.O.O.O.O.O.S(=O)(=O)([O-])[O-].[Na+].[Na+] (sodium sulfate decahydrate). Solvent: O1CCCC1 (tetrahydrofuran). Conditions: temperature 0 celsius. The product is C(C(C)C)OC1=CC(=NN1C1=C(C=CC=C1)C)CO ([5-isobutoxy-1-(2-methylphenyl)-1H-pyrazol-3-yl]methanol). Isolated yield 92.2%. RXN SMILES: [CH2:1]([O:5][C:6]1[N:10]([C:11]2[CH:16]=[CH:15][CH:14]=[CH:13][C:12]=2[CH3:17])[N:9]=[C:8]([C:18](OCC)=[O:19])[CH:7]=1)[CH:2]([CH3:4])[CH3:3].[H-].[Al+3].[Li+].[H-].[H-].[H-].O.O.O.O.O.O.O.O.O.O.S([O-])([O-])(=O)=O.[Na+].[Na+]>O1CCCC1>[CH2:1]([O:5][C:6]1[N:10]([C:11]2[CH:16]=[CH:15][CH:14]=[CH:13][C:12]=2[CH3:17])[N:9]=[C:8]([CH2:18][OH:19])[CH:7]=1)[CH:2]([CH3:4])[CH3:3] |f:1.2.3.4.5.6,7.8.9.10.11.12.13.14.15.16.17.18.19|. Reported procedure: To a solution (10 mL) of ethyl 5-isobutoxy-1-(2-methylphenyl)-1H-pyrazole-3-carboxylate (1.07 g, 3.54 mmol) in anhydrous tetrahydrofuran was added lithium aluminum hydride (0.13 g, 3.54 mmol) under stirring at 0° C., and the mixture was stirred at the same temperature for 2 hr. After completion of the reaction, sodium sulfate decahydrate (2.28 g, 7.08 mmol) was added to the reaction system and the mixture was stirred at room temperature for 2 hr. The precipitated insoluble material was filtered ... Reactants: N1N=CC(=C1)[C@H]1[C@@H](CCCC1)O ((1R*,2S*)-2-(1H-pyrazol-4-yl)cyclohexanol). Solvent: CCCCCC.C(C)O (hexane ethanol). Product: N1N=CC(=C1)[C@@H]1[C@H](CCCC1)O ((1S,2R)-2-(1H-Pyrazol-4-yl)cyclohexanol). As a reaction SMILES: [NH:1]1[CH:5]=[C:4]([C@@H:6]2[CH2:11][CH2:10][CH2:9][CH2:8][C@H:7]2[OH:12])[CH:3]=[N:2]1>CCCCCC.C(O)C>[NH:1]1[CH:5]=[C:4]([C@H:6]2[CH2:11][CH2:10][CH2:9][CH2:8][C@@H:7]2[OH:12])[CH:3]=[N:2]1 |f:1.2|. Reported procedure: The (1R*,2S*)-2-(1H-pyrazol-4-yl)cyclohexanol prepared in Example 169a was optically resolved with CHIRALPAK AD-H (Daicel Corp.; hexane/ethanol=8:2) to yield the title compound as a colorless solid. The reactants are BrC=1SC2=C(N1)C=C(C(=C2OS(=O)(=O)C(F)(F)F)[C@@H](C(=O)OCC)OC(C)(C)C)C ((S)-ethyl 2-(2-bromo-5-methyl-7-(trifluoromethylsulfonyloxy)benzo[d]thiazol-6-yl)-2-tert-butoxyacetate), CCCC[N+](CCCC)(CCCC)CCCC.[F-] (TBAF). Run in C1CCOC1 (THF). Run at time 1 hour. Product: BrC=1SC2=C(N1)C=C(C(=C2O)[C@@H](C(=O)OCC)OC(C)(C)C)C ((S)-ethyl 2-(2-bromo-7-hydroxy-5-methylbenzo[d]thiazol-6-yl)-2-tert-butoxyacetate). RXN SMILES: [Br:1][C:2]1[S:3][C:4]2[C:10]([O:11]S(C(F)(F)F)(=O)=O)=[C:9]([C@H:19]([O:25][C:26]([CH3:29])([CH3:28])[CH3:27])[C:20]([O:22][CH2:23][CH3:24])=[O:21])[C:8]([CH3:30])=[CH:7][C:5]=2[N:6]=1.CCCC[N+](CCCC)(CCCC)CCCC.[F-]>C1COCC1>[Br:1][C:2]1[S:3][C:4]2[C:10]([OH:11])=[C:9]([C@H:19]([O:25][C:26]([CH3:29])([CH3:28])[CH3:27])[C:20]([O:22][CH2:23][CH3:24])=[O:21])[C:8]([CH3:30])=[CH:7][C:5]=2[N:6]=1 |f:1.2|. Procedure details: To a solution of (S)-ethyl 2-(2-bromo-5-methyl-7-(trifluoromethylsulfonyloxy)benzo[d]thiazol-6-yl)-2-tert-butoxyacetate (32): (500 mg, 0.938 mmol) in THF (5 ml) was added TBAF (1.0 M in THF, 4 ml) slowly. The reaction mixture was stirred at rt for 1 h. The reaction mixture was washed by a mixture of H2O (20 ml) and HOAc (200 ul), extracted by EtOAc, the organic phase was washed by sat. NaHCO3, dried over MgSO4, filtered, concentrated down and purified by silica gel column, eluting by 0-40% EtOAc... Starting materials: C(C)OC1=NC(=C(C(=N1)N1CCS(CC1)=O)[N+](=O)[O-])OCC (2,6-di-ethoxy-5-nitro-4-(1-oxido-thiomorpholino)-pyrimidine), N1CCNCC1 (piperazine). Product: C(C)OC1=C(C(=NC(=N1)N1CCNCC1)N1CCS(CC1)=O)[N+](=O)[O-] (6-Ethoxy-5-nitro-2-piperazino-4-(1-oxido-thiomorpholino)-pyrimidine). Reaction SMILES: C(O[C:4]1[N:9]=[C:8]([N:10]2[CH2:15][CH2:14][S:13](=[O:16])[CH2:12][CH2:11]2)[C:7]([N+:17]([O-:19])=[O:18])=[C:6]([O:20][CH2:21][CH3:22])[N:5]=1)C.[NH:23]1[CH2:28][CH2:27][NH:26][CH2:25][CH2:24]1>>[CH2:21]([O:20][C:6]1[N:5]=[C:4]([N:23]2[CH2:28][CH2:27][NH:26][CH2:25][CH2:24]2)[N:9]=[C:8]([N:10]2[CH2:11][CH2:12][S:13](=[O:16])[CH2:14][CH2:15]2)[C:7]=1[N+:17]([O-:19])=[O:18])[CH3:22]. Procedure details: 2 gm (6 millimols) of 2,6-di-ethoxy-5-nitro-4-(1-oxido-thiomorpholino)-pyrimidine (m.p. 130°-132°C) were heated together with 8.6 gm (100 millimols) of piperazine at 125°C for 4 hours. The reaction mixture was then poured over ice, and the crystals formed thereby were suction-filtered off and recrystallized from ethanol. Yield: 0.53 gm (23.6% of theory); m.p. 221°-222°C. The reactants are Cc1cn(-c2ccc3c(c2)OC(F)(F)C(F)(F)O3)c(=NC(=O)n2cc[n+](C)c2)s1, CC#N, CCN(C(C)C)C(C)C, [I-], c1cncc(C2CCCN2)c1. Product: Cc1cn(-c2ccc3c(c2)OC(F)(F)C(F)(F)O3)c(=NC(=O)N2CCCC2c2cccnc2)s1. Reaction SMILES: [CH3:2][n+:3]1[cH:4][cH:5][n:6]([C:8]([N:9]=[c:10]2[s:11][c:12]([CH3:29])[cH:13][n:14]2-[c:15]2[cH:16][c:17]3[c:18]([cH:27][cH:28]2)[O:19][C:20]([F:25])([F:26])[C:21]([F:23])([F:24])[O:22]3)=[O:30])[cH:7]1.[CH3:51][C:52]#[N:53].[CH:31]([N:32]([CH2:33][CH3:34])[CH:35]([CH3:36])[CH3:37])([CH3:38])[CH3:39].[I-:1].[NH:40]1[CH:41]([c:45]2[cH:46][n:47][cH:48][cH:49][cH:50]2)[CH2:42][CH2:43][CH2:44]1>>[C:8]([N:9]=[c:10]1[s:11][c:12]([CH3:29])[cH:13][n:14]1-[c:15]1[cH:16][c:17]2[c:18]([cH:27][cH:28]1)[O:19][C:20]([F:25])([F:26])[C:21]([F:23])([F:24])[O:22]2)(=[O:30])[N:40]1[CH:41]([c:45]2[cH:46][n:47][cH:48][cH:49][cH:50]2)[CH2:42][CH2:43][CH2:44]1. The reactants are C(C)(=O)N[C@@H](CS)C(=O)O (N-acetylcysteine), C(CCCC)(=O)N[C@@H](CS)C(=O)O (N-pentanoylcysteine). Product: C(C)(=O)N[C@H](C(=O)O)CSSC[C@@H](C(=O)O)NC(CCCC)=O ((R,R)-N-Acetyl-N'-pentanoyl-3,3'-dithiobis(2-aminopropionic acid)). RXN SMILES: [C:1]([NH:4][C@H:5]([C:8]([OH:10])=[O:9])[CH2:6][SH:7])(=[O:3])[CH3:2].[C:11]([NH:17][C@H:18]([C:21]([OH:23])=[O:22])[CH2:19][SH:20])(=[O:16])[CH2:12][CH2:13][CH2:14][CH3:15]>>[C:1]([NH:4][C@@H:5]([CH2:6][S:7][S:20][CH2:19][C@H:18]([NH:17][C:11](=[O:16])[CH2:12][CH2:13][CH2:14][CH3:15])[C:21]([OH:23])=[O:22])[C:8]([OH:10])=[O:9])(=[O:3])[CH3:2]. Procedure: This material was prepared as in Example 18, starting from N-acetylcysteine and N-pentanoylcysteine.